From a dataset of the Open Reaction Database (ORD), a public repository of structured organic reaction records. describe an organic reaction: reactants, conditions, products, and yield Starting materials: ClC1=CC(=C(C=C1O)NC1=C(C=NC2=CC(=C(C=C12)OC)OCCCCl)C#N)F (4-(4-chloro-2-fluoro-5-hydroxy-phenylamino)-7-(3-chloro-propoxy)-6-methoxy-quinoline-3-carbonitrile), N1CCOCC1 (morpholine), [I-].[Na+] (sodium iodide). The solvent is COCCOC (ethylene glycol dimethyl ether). Product: ClC1=CC(=C(C=C1O)NC1=C(C=NC2=CC(=C(C=C12)OC)OCCCN1CCOCC1)C#N)F (4-(4-Chloro-2-fluoro-5-hydroxy-phenylamino)-6-methoxy-7-(3-morpholin-4yl-propoxy)-quinoline-3-carbonitrile). As a reaction SMILES: [Cl:1][C:2]1[C:7]([OH:8])=[CH:6][C:5]([NH:9][C:10]2[C:19]3[C:14](=[CH:15][C:16]([O:22][CH2:23][CH2:24][CH2:25]Cl)=[C:17]([O:20][CH3:21])[CH:18]=3)[N:13]=[CH:12][C:11]=2[C:27]#[N:28])=[C:4]([F:29])[CH:3]=1.[NH:30]1[CH2:35][CH2:34][O:33][CH2:32][CH2:31]1.[I-].[Na+]>COCCOC>[Cl:1][C:2]1[C:7]([OH:8])=[CH:6][C:5]([NH:9][C:10]2[C:19]3[C:14](=[CH:15][C:16]([O:22][CH2:23][CH2:24][CH2:25][N:30]4[CH2:35][CH2:34][O:33][CH2:32][CH2:31]4)=[C:17]([O:20][CH3:21])[CH:18]=3)[N:13]=[CH:12][C:11]=2[C:27]#[N:28])=[C:4]([F:29])[CH:3]=1 |f:2.3|. Reported procedure: A mixture of 0.8 g (1.83 mmol) of 4-(4-chloro-2-fluoro-5-hydroxy-phenylamino)-7-(3-chloro-propoxy)-6-methoxy-quinoline-3-carbonitrile, 2.4 g (27.5 mmol) of morpholine, and 0.11 g of sodium iodide in 15 ml ethylene glycol dimethyl ether refluxed for 7 hr. The solvent was removed and the residue was mixed with warm ethyl acetate and saturated sodium bicarbonate solution. The organic layer was separated and dried over magnesium sulfate. Solvent was removed and the residue was recrystallized from et... The reactants are CC(C)(C)OC(=O)N1CCC(c2ccc3cc(Br)cnc3n2)CC1, ClCCl, O=C(O)C(F)(F)F. Yields the product Brc1cnc2nc(C3CCNCC3)ccc2c1. Reaction SMILES: [C:1]([O:2][C:3]([CH3:4])([CH3:5])[CH3:6])(=[O:7])[N:8]1[CH2:9][CH2:10][CH:11]([c:14]2[n:15][c:16]3[n:17][cH:18][c:19]([Br:24])[cH:20][c:21]3[cH:22][cH:23]2)[CH2:12][CH2:13]1.[Cl:32][CH2:33][Cl:34].[F:25][C:26]([F:27])([F:28])[C:29]([OH:30])=[O:31]>>[NH:8]1[CH2:9][CH2:10][CH:11]([c:14]2[n:15][c:16]3[n:17][cH:18][c:19]([Br:24])[cH:20][c:21]3[cH:22][cH:23]2)[CH2:12][CH2:13]1. Starting materials: S(O)(O)(=O)=O (sulfuric acid), C(CCC)I (butyl iodide), II (iodine), [Cl-].C(C)OC(CCCCC(=O)O)=O (adipic acid monoethyl ester chloride). Reagents/catalysts: [Cu].[Zn] (zinc-copper). The solvent is C1(=CC=CC=C1)C (toluene), C(C)(=O)OCCCC (butyl acetate), O (water). Run at temperature 115 celsius. Product: O=C(CCCCC(=O)OCC)CCCC (Ethyl 6-Oxodecanoate). RXN SMILES: [CH2:1](I)[CH2:2][CH2:3][CH3:4].II.[Cl-].[CH2:9]([O:11][C:12](=[O:20])[CH2:13][CH2:14][CH2:15][CH2:16][C:17]([OH:19])=O)[CH3:10].S(=O)(=O)(O)O>[Cu].[Zn].O.C1(C)C=CC=CC=1.C(OCCCC)(=O)C>[O:19]=[C:17]([CH2:1][CH2:2][CH2:3][CH3:4])[CH2:16][CH2:15][CH2:14][CH2:13][C:12]([O:11][CH2:9][CH3:10])=[O:20] |f:2.3,5.6|. Reported procedure: A mixture of activated zinc-copper catalyst (11.5 g), butyl acetate (4 g), toluene (5 g), butyl iodide (15 g) and iodine (3 mg) was heated at 110-120° C. for 2 hours. The mixture was then added dropwise with adipic acid monoethyl ester chloride(15.7 g) at 0° C., and then was allowed to react. After the reaction was completed, ice-cooled water was added to the reaction solution, and then decomposed with dilute sulfuric acid. The oily layer was extracted with ether, washed with aqueous sodium hydr... Reactants: ice, CNN (methylhydrazine), CS(=O)(=O)Cl (methanesulfonyl chloride). The solvent is N1=CC=CC=C1 (pyridine). Run at time 2 day. The product is CN(N(S(=O)(=O)C)S(=O)(=O)C)S(=O)(=O)C (1-Methyl- 1,2,2-tris(methylsulfonyl)hydrazine). Yield: 18.2%. Reaction SMILES: [CH3:1][NH:2][NH2:3].[CH3:4][S:5](Cl)(=[O:7])=[O:6]>N1C=CC=CC=1>[CH3:1][N:2]([S:5]([CH3:4])(=[O:7])=[O:6])[N:3]([S:5]([CH3:4])(=[O:7])=[O:6])[S:5]([CH3:4])(=[O:7])=[O:6]. Reported procedure: To an ice-cold stirred solution of methylhydrazine (4.6 g, 0.1 mol) in dry pyridine (30 ml) was added methanesulfonyl chloride (44.6 g, 0.39 mol) dropwise, while maintaining the temperature between 0° and 10° C. The reaction mixture was left in a freezer (-10° C.) for 2 days. It was then triturated with a mixture of ice and concentrated hydrochloric acid (1:1, v/v, 100 ml). The precipitate that formed was collected, washed with cold water and dried. This product was stirred with chloroform (200 ... The reactants are Fc1ccc2ncnc(Nc3cccc(Br)c3)c2n1, CCO, N. Product: Nc1ccc2ncnc(Nc3cccc(Br)c3)c2n1. As a reaction SMILES: [Br:1][c:2]1[cH:3][c:4]([NH:5][c:6]2[c:7]3[c:8]([n:9][cH:10][n:11]2)[cH:12][cH:13][c:14]([F:16])[n:15]3)[cH:17][cH:18][cH:19]1.[CH3:21][CH2:22][OH:23].[NH3:20]>>[Br:1][c:2]1[cH:3][c:4]([NH:5][c:6]2[c:7]3[c:8]([n:9][cH:10][n:11]2)[cH:12][cH:13][c:14]([NH2:20])[n:15]3)[cH:17][cH:18][cH:19]1. Reactants: COC(C1=CC(=C(C=C1)N1CCN(CC1)C)N(C)CCOC)=O (3-[(2-methoxy-ethyl)-methyl-amino]-4-(4-methyl-piperazin-1-yl)-benzoic acid methyl ester), [OH-].[Na+] (NaOH), Cl (hydrochloric acid). Run in CO (methanol). Reaction conditions: time 8 hour. Yields the product COCCN(C=1C=C(C(=O)O)C=CC1N1CCN(CC1)C)C (3-[(2-methoxy-ethyl)-methyl-amino]-4-(4-methyl-piperazin-1-yl)-benzoic acid). As a reaction SMILES: C[O:2][C:3](=[O:23])[C:4]1[CH:9]=[CH:8][C:7]([N:10]2[CH2:15][CH2:14][N:13]([CH3:16])[CH2:12][CH2:11]2)=[C:6]([N:17]([CH2:19][CH2:20][O:21][CH3:22])[CH3:18])[CH:5]=1.[OH-].[Na+].Cl>CO>[CH3:22][O:21][CH2:20][CH2:19][N:17]([CH3:18])[C:6]1[CH:5]=[C:4]([CH:9]=[CH:8][C:7]=1[N:10]1[CH2:15][CH2:14][N:13]([CH3:16])[CH2:12][CH2:11]1)[C:3]([OH:23])=[O:2] |f:1.2|. Procedure: To a solution of 150 mg (0.47 mmol) of 3-[(2-methoxy-ethyl)-methyl-amino]-4-(4-methyl-piperazin-1-yl)-benzoic acid methyl ester in 5 mL of methanol were added 0.9 mL (0.93 mmol, 2 eq.) of 1N NaOH solution and the reaction mixture left standing overnight at room temperature. The solution was then added with 0.47 mL of 2N hydrochloric acid, the solvent evaporated, and the residue dried at 70° C. under vacuum. The compound was used as such in the subsequent step. The reactants are C(C)OC(C(CCCCCCCCCC)OC1=CC=C(C=C1)C1=CCCCCCC1)=O (α-[p-(1-cyclooctenyl)-phenoxy]-dodecanoic acid ethyl ester), [OH-].[Na+] (sodium hydroxide). Run in C(C)O (ethanol). Conditions: time 2 hour. Product: C1(=CCCCCCC1)C1=CC=C(OC(C(=O)O)CCCCCCCCCC)C=C1 (α-[p-(1-cyclooctenyl)-phenoxy]-dodecanoic acid). RXN SMILES: C([O:3][C:4](=[O:31])[CH:5]([O:16][C:17]1[CH:22]=[CH:21][C:20]([C:23]2[CH2:30][CH2:29][CH2:28][CH2:27][CH2:26][CH2:25][CH:24]=2)=[CH:19][CH:18]=1)[CH2:6][CH2:7][CH2:8][CH2:9][CH2:10][CH2:11][CH2:12][CH2:13][CH2:14][CH3:15])C.[OH-].[Na+]>C(O)C>[C:23]1([C:20]2[CH:19]=[CH:18][C:17]([O:16][CH:5]([CH2:6][CH2:7][CH2:8][CH2:9][CH2:10][CH2:11][CH2:12][CH2:13][CH2:14][CH3:15])[C:4]([OH:31])=[O:3])=[CH:22][CH:21]=2)[CH2:30][CH2:29][CH2:28][CH2:27][CH2:26][CH2:25][CH:24]=1 |f:1.2|. Reported procedure: To 38 g of α-[p-(1-cyclooctenyl)-phenoxy]-dodecanoic acid ethyl ester in 150 ml of ethanol are added 150 ml of 2N sodium hydroxide solution and the mixture is stirred for 2 hours at room temperature. The reaction mixture is then evaporated to dryness in vacuo and the residue partitioned between N hydrochloric acid and ether. The organic phases are washed until neutral, dried over sodium sulphate and evaporated to dryness in vacuo. The residue is distilled under a high vacuum at 0.05 mm and 235°-...